From a dataset of the Open Reaction Database (ORD), a public repository of structured organic reaction records. describe an organic reaction: reactants, conditions, products, and yield Starting materials: N(=[N+]=[N-])CC(OCC)=NC1=C(C(=O)C2=CC=CC=C2)C=C(C=C1)[N+](=O)[O-] (2-(2-azido-1-ethoxyethylideneamino)-5-nitrobenzophenone), C1(=CC=CC=C1)P(C1=CC=CC=C1)C1=CC=CC=C1 (triphenylphosphine). Solvent: C1=CC=CC=C1 (benzene). Conditions: time 1.5 hour. Product: C(C)OC1=NC2=C(C(=NC1)C1=CC=CC=C1)C=C(C=C2)[N+](=O)[O-] (2-ethoxy-7-nitro-5-phenyl-3H-1,4-benzodiazepine). Reaction SMILES: [N:1]([CH2:4][C:5](=[N:9][C:10]1[CH:23]=[CH:22][C:21]([N+:24]([O-:26])=[O:25])=[CH:20][C:11]=1[C:12]([C:14]1[CH:19]=[CH:18][CH:17]=[CH:16][CH:15]=1)=O)[O:6][CH2:7][CH3:8])=[N+]=[N-].C1(P(C2C=CC=CC=2)C2C=CC=CC=2)C=CC=CC=1>C1C=CC=CC=1>[CH2:7]([O:6][C:5]1[CH2:4][N:1]=[C:12]([C:14]2[CH:19]=[CH:18][CH:17]=[CH:16][CH:15]=2)[C:11]2[CH:20]=[C:21]([N+:24]([O-:26])=[O:25])[CH:22]=[CH:23][C:10]=2[N:9]=1)[CH3:8]. Procedure: To a solution of 2.5 parts of 2-(2-azido-1-ethoxyethylideneamino)-5-nitrobenzophenone produced in Step (2) in 30 parts by volume of benzene is added with stirring 1.78 parts of triphenylphosphine. The mixture is stirred for further 1.5 hours and the solvent is removed by distillation. The residue is extracted with a mixture of n-hexane and acetone (7:3), and the soluble fraction is purified by means of chromatography employing Silica Gel, whereupon 2-ethoxy-7-nitro-5-phenyl-3H-1,4-benzodiazepine... Starting materials: FC1=CC2=C(C(=NO2)C2CCNCC2)C=C1 (6-fluoro-3-(piperidin-4-yl)benzo[d]isoxazole), ClCCC1=C(N=C2N(C1=O)CCCC2=O)C (3-(2-chloroethyl)-9-oxo-2-methyl-6,7,8,9-tetrahydro-4H-pyrido[1,2-a]pyrimidin-4-one), C(C)(C)N(CC)C(C)C (diisopropyl ethyl amine). The solvent is CO (methanol). Conditions: temperature 26 celsius, time 15 minute. Yields the product FC1=CC2=C(C(=NO2)C2CCN(CC2)CCC2=C(N=C3N(C2=O)CCCC3=O)C)C=C1 (3-[2-[4-(6-fluoro-1,2-benzisoxazol-3-yl)piperidin-1-yl]ethyl]-9-oxo-2-methyl-6,7,8,9-tetrahydro-4H-pyrido-[1,2-a]pyrimidin-4-one). RXN SMILES: [F:1][C:2]1[CH:16]=[CH:15][C:5]2[C:6]([CH:9]3[CH2:14][CH2:13][NH:12][CH2:11][CH2:10]3)=[N:7][O:8][C:4]=2[CH:3]=1.Cl[CH2:18][CH2:19][C:20]1[C:25](=[O:26])[N:24]2[CH2:27][CH2:28][CH2:29][C:30](=[O:31])[C:23]2=[N:22][C:21]=1[CH3:32].C(N(C(C)C)CC)(C)C>CO>[F:1][C:2]1[CH:16]=[CH:15][C:5]2[C:6]([CH:9]3[CH2:10][CH2:11][N:12]([CH2:18][CH2:19][C:20]4[C:25](=[O:26])[N:24]5[CH2:27][CH2:28][CH2:29][C:30](=[O:31])[C:23]5=[N:22][C:21]=4[CH3:32])[CH2:13][CH2:14]3)=[N:7][O:8][C:4]=2[CH:3]=1. Procedure: To the solution of 6-fluoro-3-(piperidin-4-yl)benzo[d]isoxazole (formula-8) (0.62 grams) taken in methanol added 3-(2-chloroethyl)-9-oxo-2-methyl-6,7,8,9-tetrahydro-4H-pyrido[1,2-a]pyrimidin-4-one (formula-9) (0.94 grams), diisopropyl ethyl amine (0.75 grams) and refluxed the reaction for 23 hrs. Cooled the reaction mixture to 26° C. and stirred for 15 minutes. Filtered the precipitated solid. Washed the solid with chilled methanol and dried. Separated the compound with column chromatography usi... The reactants are CN(CCN1CCC(CC1)N(C(=O)NC1=NC=CC(=C1)OC1=CC=C(C=C1)[N+](=O)[O-])C)C (1-[1-(2-dimethylaminoethyl)piperidin-4-yl]-1-methyl-3-[4-(4-nitrophenoxy)pyridin-2-yl]urea). Reagents/catalysts: [OH-].[Pd+2].[OH-].[C] (palladium hydroxide carbon). Run in O1CCCC1 (tetrahydrofuran). Run at time 12 hour. Product: NC1=CC=C(OC2=CC(=NC=C2)NC(N(C)C2CCN(CC2)CCN(C)C)=O)C=C1 (3-[4-(4-Aminophenoxy)pyridin-2-yl]-1-[1-(2-dimethylaminoethyl)piperidin-4-yl]-1-methylurea). Isolated yield 69.8%. As a reaction SMILES: [CH3:1][N:2]([CH3:32])[CH2:3][CH2:4][N:5]1[CH2:10][CH2:9][CH:8]([N:11]([CH3:31])[C:12]([NH:14][C:15]2[CH:20]=[C:19]([O:21][C:22]3[CH:27]=[CH:26][C:25]([N+:28]([O-])=O)=[CH:24][CH:23]=3)[CH:18]=[CH:17][N:16]=2)=[O:13])[CH2:7][CH2:6]1>O1CCCC1.[OH-].[Pd+2].[OH-].[C]>[NH2:28][C:25]1[CH:24]=[CH:23][C:22]([O:21][C:19]2[CH:18]=[CH:17][N:16]=[C:15]([NH:14][C:12](=[O:13])[N:11]([CH:8]3[CH2:9][CH2:10][N:5]([CH2:4][CH2:3][N:2]([CH3:1])[CH3:32])[CH2:6][CH2:7]3)[CH3:31])[CH:20]=2)=[CH:27][CH:26]=1 |f:2.3.4.5|. Procedure details: After adding 20% palladium hydroxide-carbon (50 mg) to a solution of 1-[1-(2-dimethylaminoethyl)piperidin-4-yl]-1-methyl-3-[4-(4-nitrophenoxy)pyridin-2-yl]urea (186 mg) in tetrahydrofuran (5.0 ml), the mixture was stirred for 12 hours at room temperature under a hydrogen atmosphere. The catalyst was filtered. The filtrate was concentrated to provide the title compound (121 mg, 69.8%) as a pale yellow oil.